From a dataset of the Open Reaction Database (ORD), a public repository of structured organic reaction records. describe an organic reaction: reactants, conditions, products, and yield The reactants are ClC1=CC=C2C3=C(N4C2=C1CCN(CC4)C)CCCCC3 (6-chloro-3-methyl-2,3,4,5,10,11,12,13-octahydro-1H,9H-cyclohepta[b][1,4]diazocino[7,8,1-hi]indole), ClC(=O)OC(C)Cl (1-chloroethyl chloroformate). Solvent: ClC(C)Cl (dichloroethane). Yields the product ClC1=CC=C2C3=C(N4C2=C1CCNCC4)CCCCC3 (6-Chloro-2,3,4,5,10,11,12,13-octahydro-1H,9H-cyclohepta[b][1,4]diazocino[7,8,1-hi]indole). Yield: 97.9%. Reaction SMILES: [Cl:1][C:2]1[C:10]2[CH2:11][CH2:12][N:13](C)[CH2:14][CH2:15][N:8]3[C:9]=2[C:5]([C:6]2[CH2:21][CH2:20][CH2:19][CH2:18][CH2:17][C:7]=23)=[CH:4][CH:3]=1.ClC(OC(Cl)C)=O>ClC(Cl)C>[Cl:1][C:2]1[C:10]2[CH2:11][CH2:12][NH:13][CH2:14][CH2:15][N:8]3[C:9]=2[C:5]([C:6]2[CH2:21][CH2:20][CH2:19][CH2:18][CH2:17][C:7]=23)=[CH:4][CH:3]=1. Procedure: To a solution of 6-chloro-3-methyl-2,3,4,5,10,11,12,13-octahydro-1H,9H-cyclohepta[b][1,4]diazocino[7,8,1-hi]indole (0.30 g, 0.99 mmole) in dichloroethane (80 mL) was added 1-chloroethyl chloroformate (1.2 mL, 10.8 mmole) and the mixture refluxed for 24 hours. The reaction mixture was cooled to room temperature and the solvent removed in vacuo and replaced with methanol (25 mL) and refluxed for another 3 hours. The reaction mixture was then cooled to room temperature and the solvent removed in va... Reactants: CO, COC(=O)Nc1c(Cl)ccc(C)c1F, [Na+], [OH-], O. Yields the product Cc1ccc(Cl)c(N)c1F. RXN SMILES: [CH3:18][OH:19].[CH3:1][O:2][C:3]([NH:4][c:5]1[c:6]([Cl:13])[cH:7][cH:8][c:9]([CH3:12])[c:10]1[F:11])=[O:14].[Na+:17].[OH-:16].[OH2:15]>>[NH2:4][c:5]1[c:6]([Cl:13])[cH:7][cH:8][c:9]([CH3:12])[c:10]1[F:11]. Reactants: Fc1cccc(CBr)n1, CN1C(=O)C(=O)c2cc(S(=O)(=O)N3CCCC3COc3ccccc3)ccc21, O=C1Nc2ccc(S(=O)(=O)N3CCC3COc3ccccc3)cc2C1=O. Product: O=C1C(=O)N(Cc2cccc(F)n2)c2ccc(S(=O)(=O)N3CCC3COc3ccccc3)cc21. Reaction SMILES: [Br:55][CH2:56][c:57]1[cH:58][cH:59][cH:60][c:61]([F:63])[n:62]1.[CH3:1][N:2]1[c:3]2[c:4]([cH:5][c:6]([S:7]([N:8]3[CH2:9][CH2:10][CH2:11][CH:12]3[CH2:13][O:14][c:15]3[cH:16][cH:17][cH:18][cH:19][cH:20]3)(=[O:21])=[O:22])[cH:23][cH:24]2)[C:25](=[O:26])[C:27]1=[O:28].[O:29]([c:30]1[cH:31][cH:32][cH:33][cH:34][cH:35]1)[CH2:36][CH:37]1[N:38]([S:41](=[O:42])(=[O:43])[c:44]2[cH:45][c:46]3[c:50]([cH:51][cH:52]2)[NH:49][C:48](=[O:53])[C:47]3=[O:54])[CH2:39][CH2:40]1>>[O:29]([c:30]1[cH:31][cH:32][cH:33][cH:34][cH:35]1)[CH2:36][CH:37]1[N:38]([S:41](=[O:42])(=[O:43])[c:44]2[cH:45][c:46]3[c:50]([cH:51][cH:52]2)[N:49]([CH2:56][c:57]2[cH:58][cH:59][cH:60][c:61]([F:63])[n:62]2)[C:48](=[O:53])[C:47]3=[O:54])[CH2:39][CH2:40]1. Starting materials: SCc1ccccc1, CC#N, C[N+](=O)[O-], NCCN, O=C1CCOCC1. Yields the product O=[N+]([O-])CC1(SCc2ccccc2)CCOCC1. RXN SMILES: [CH2:8]([c:9]1[cH:10][cH:11][cH:12][cH:13][cH:14]1)[SH:15].[CH3:24][C:25]#[N:26].[N+:16](=[O:17])([O-:18])[CH3:19].[NH2:20][CH2:21][CH2:22][NH2:23].[O:1]1[CH2:2][CH2:3][C:4](=[O:7])[CH2:5][CH2:6]1>>[O:1]1[CH2:2][CH2:3][C:4]([S:15][CH2:8][c:9]2[cH:10][cH:11][cH:12][cH:13][cH:14]2)([CH2:19][N+:16](=[O:17])[O-:18])[CH2:5][CH2:6]1. Reactants: OC1=CC=CC2=C1C(=NO2)OCC2CCN(CC2)C(=O)OC(C)(C)C (tert-Butyl 4-{[(4-hydroxy-1,2-benzisoxazol-3-yl)oxy]methyl}piperidine-1-carboxylate), C1(CCCC1)O (cyclopentanol), OCCC1CCN(CC1)C(=O)OC(C)(C)C (tert-butyl 4-(2-hydroxyethyl)piperidine-1-carboxylate). The product is C1(CCCC1)OC1=CC=CC2=C1C(=NO2)OCC2CCN(CC2)C(=O)OC(C)(C)C (tert-Butyl 4-({[4-(cyclopentyloxy)-1,2-benzisoxazol-3-yl]oxy}methyl)piperidine-1-carboxylate). RXN SMILES: [OH:1][C:2]1[C:7]2[C:8]([O:11][CH2:12][CH:13]3[CH2:18][CH2:17][N:16]([C:19]([O:21][C:22]([CH3:25])([CH3:24])[CH3:23])=[O:20])[CH2:15][CH2:14]3)=[N:9][O:10][C:6]=2[CH:5]=[CH:4][CH:3]=1.[CH:26]1(O)[CH2:30][CH2:29][CH2:28][CH2:27]1.OCCC1CCN(C(OC(C)(C)C)=O)CC1>>[CH:26]1([O:1][C:2]2[C:7]3[C:8]([O:11][CH2:12][CH:13]4[CH2:14][CH2:15][N:16]([C:19]([O:21][C:22]([CH3:25])([CH3:24])[CH3:23])=[O:20])[CH2:17][CH2:18]4)=[N:9][O:10][C:6]=3[CH:5]=[CH:4][CH:3]=2)[CH2:30][CH2:29][CH2:28][CH2:27]1. Reported procedure: The title compound was prepared according to the procedure described in Step 2 of EXAMPLE 7 using tert-butyl 4-{[(4-hydroxy-1,2-benzisoxazol-3-yl)oxy]methyl}piperidine-1-carboxylate (EXAMPLE 17, step 2) and cyclopentanol instead of 4-(benzyloxy)-1,2-benzisoxazol-3-ol and tert-butyl 4-(2-hydroxyethyl)piperidine-1-carboxylate. Reactants: ( c ), ClC1=NC(=NC=C1C(=O)OCC)CC1=CC(=C(C=C1)Cl)Cl (ethyl 4-chloro-2-(3',4'-dichlorobenzyl)pyrimidine-5-carboxylate), NN (hydrazine). The product is N(N)C1=NC(=NC=C1C(=O)OCC)C1=CC(=C(C=C1)Cl)Cl (ethyl 4-hydrazino-2-(3',4'-dichlorophenyl)pyrimidine-5-carboxylate). The yield is 99.0%. Reaction SMILES: Cl[C:2]1[C:7]([C:8]([O:10][CH2:11][CH3:12])=[O:9])=[CH:6][N:5]=[C:4]([CH2:13][C:14]2C=[CH:18][C:17]([Cl:20])=[C:16]([Cl:21])[CH:15]=2)[N:3]=1.[NH2:22][NH2:23]>>[NH:22]([C:2]1[C:7]([C:8]([O:10][CH2:11][CH3:12])=[O:9])=[CH:6][N:5]=[C:4]([C:13]2[CH:14]=[CH:15][C:16]([Cl:21])=[C:17]([Cl:20])[CH:18]=2)[N:3]=1)[NH2:23]. Procedure: The title compound was prepared by (a) of diethyl ethoxymethylenemalonate (6 g, 27 mmol) with 3',4'-dichlorophenylacetamidine (5.5 g, 27 mmol) to afford 37% of ethyl 4-hydroxy-2-(3',4'-dichlorobenzyl)pyrimidine-5-carboxylate in analogy to Example 15, (b) reaction of ethyl 4-hydroxy-2-(3',4'-dichlorobenzyl)pyrimidine-5-carboxylate (2 g, 6 mmol) with POCl3 (14 g, 92 mmol) to afford 62% of ethyl 4-chloro-2-(3',4'-dichlorobenzyl)pyrimidine-5-carboxylate in analogy to Example 7, (c) reaction of ethyl... Reactants: O=C([O-])[O-], CCCS(=O)(=O)Cl, Nc1ccc(F)c(C(=O)O)c1, [Na+], [Na+], O. The product is CCCS(=O)(=O)Nc1ccc(F)c(C(=O)O)c1. As a reaction SMILES: [C:8](=[O:9])([O-:10])[O-:11].[CH2:1]([CH2:2][CH3:3])[S:4](=[O:5])(=[O:6])[Cl:7].[NH2:14][c:15]1[cH:16][cH:17][c:18]([F:24])[c:19]([C:20](=[O:21])[OH:22])[cH:23]1.[Na+:12].[Na+:13].[OH2:25]>>[CH2:1]([CH2:2][CH3:3])[S:4](=[O:5])(=[O:6])[NH:14][c:15]1[cH:16][cH:17][c:18]([F:24])[c:19]([C:20](=[O:21])[OH:22])[cH:23]1. Reactants: FC1=CC=C(C=C1)C(O)(C1CCNCC1)C1=CC=C(C=C1)F (α,α-bis(p-fluorophenyl)-4-piperidinemethanol), ClCCCCCOC1=C(C=C(C=C1)C(C)=O)OC (1-[4-(5-chloropentoxy)-3-methoxyphenyl]ethanone), C([O-])([O-])=O.[Na+].[Na+] (sodium carbonate). The reagents and catalysts are [I-].[K+] (potassium iodide). Solvent: C(CCC)O (butanol). Yields the product FC1=CC=C(C=C1)C(C1CCN(CC1)CCCCCOC1=C(C=C(C=C1)C(C)=O)OC)(O)C1=CC=C(C=C1)F (1-[4-[5-[4-[Bis(4-fluorophenyl)hydroxymethyl]-1-piperidinyl]pentoxy]-3-methoxyphenyl]ethanone). The yield is 65.0%. Reaction SMILES: [F:1][C:2]1[CH:7]=[CH:6][C:5]([C:8]([C:16]2[CH:21]=[CH:20][C:19]([F:22])=[CH:18][CH:17]=2)([CH:10]2[CH2:15][CH2:14][NH:13][CH2:12][CH2:11]2)[OH:9])=[CH:4][CH:3]=1.Cl[CH2:24][CH2:25][CH2:26][CH2:27][CH2:28][O:29][C:30]1[CH:35]=[CH:34][C:33]([C:36](=[O:38])[CH3:37])=[CH:32][C:31]=1[O:39][CH3:40].C(=O)([O-])[O-].[Na+].[Na+]>[I-].[K+].C(O)CCC>[F:1][C:2]1[CH:7]=[CH:6][C:5]([C:8]([C:16]2[CH:17]=[CH:18][C:19]([F:22])=[CH:20][CH:21]=2)([OH:9])[CH:10]2[CH2:11][CH2:12][N:13]([CH2:24][CH2:25][CH2:26][CH2:27][CH2:28][O:29][C:30]3[CH:35]=[CH:34][C:33]([C:36](=[O:38])[CH3:37])=[CH:32][C:31]=3[O:39][CH3:40])[CH2:14][CH2:15]2)=[CH:4][CH:3]=1 |f:2.3.4,5.6|. Reported procedure: Following the procedurre of Example 1 and utilizing potassium iodide catalyst, a mixture of 3.0 g (0.01 mole) of α,α-bis(p-fluorophenyl)-4-piperidinemethanol, 2.7 g (0.01 mole) of 1-[4-(5-chloropentoxy)-3-methoxyphenyl]ethanone and sodium carbonate in butanol, the title compound was prepared in 65% yield as white solid after recrystallization from isopropyl alcohol, m.p. 117.5°-118.5° C. RXN SMILES: [CH2:54]1[O:55][CH2:56][CH2:57][CH2:58]1.[Cl:51][CH2:52][Cl:53].[F:1][C:2]([c:3]1[cH:4][c:5]([C:6](=[O:7])[NH:8][c:9]2[cH:10][cH:11][c:12]([Cl:18])[c:13]([C:14](=[O:15])[OH:16])[cH:17]2)[cH:19][cH:20][cH:21]1)([F:22])[F:23].[NH2:28][c:29]1[cH:30][n:31][c:32]([NH:35][c:36]2[cH:37][cH:38][c:39]([C:42](=[O:43])[N:44]3[CH2:45][CH2:46][N:47]([CH3:50])[CH2:48][CH2:49]3)[cH:40][cH:41]2)[n:33][cH:34]1.[S:24]([Cl:25])([Cl:26])=[O:27]>>[F:1][C:2]([c:3]1[cH:4][c:5]([C:6](=[O:7])[NH:8][c:9]2[cH:10][cH:11][c:12]([Cl:18])[c:13]([C:14](=[O:15])[NH:28][c:29]3[cH:30][n:31][c:32]([NH:35][c:36]4[cH:37][cH:38][c:39]([C:42](=[O:43])[N:44]5[CH2:45][CH2:46][N:47]([CH3:50])[CH2:48][CH2:49]5)[cH:40][cH:41]4)[n:33][cH:34]3)[cH:17]2)[cH:19][cH:20][cH:21]1)([F:22])[F:23]. The reactants are C1CCOC1, ClCCl, O=C(Nc1ccc(Cl)c(C(=O)O)c1)c1cccc(C(F)(F)F)c1, CN1CCN(C(=O)c2ccc(Nc3ncc(N)cn3)cc2)CC1, O=S(Cl)Cl. The product is CN1CCN(C(=O)c2ccc(Nc3ncc(NC(=O)c4cc(NC(=O)c5cccc(C(F)(F)F)c5)ccc4Cl)cn3)cc2)CC1.